Dataset: the Open Reaction Database (ORD), a public repository of structured organic reaction records. Task: describe an organic reaction: reactants, conditions, products, and yield Starting materials: B(Br)(Br)Br (boron tribromide), COC=1C=C(C=C(C1)OC)NS(=O)(=O)C (N-(3,5-Dimethoxyphenyl)methanesulfonamide), B(Br)(Br)Br (Boron tribromide). The solvent is C(C)(=O)OCC (ethyl acetate), ClCCl (dichloromethane). Run at time 8 hour. Product: OC=1C=C(C=C(C1)O)NS(=O)(=O)C (N-(3,5-Dihydroxyphenyl)methanesulfonamide). The yield is 25.9%. As a reaction SMILES: C[O:2][C:3]1[CH:4]=[C:5]([NH:11][S:12]([CH3:15])(=[O:14])=[O:13])[CH:6]=[C:7]([O:9]C)[CH:8]=1.B(Br)(Br)Br>ClCCl.C(OCC)(=O)C>[OH:2][C:3]1[CH:4]=[C:5]([NH:11][S:12]([CH3:15])(=[O:14])=[O:13])[CH:6]=[C:7]([OH:9])[CH:8]=1. Procedure: N-(3,5-Dimethoxyphenyl)methanesulfonamide (1.7 g, 6.53 mmol) was dissolved in dichloromethane (28 ml). A solution of boron tribromide (1 M in dichloromethane, 33 mL, 33 mmol) was added dropwise and the reaction was stirred at room temperature overnight. Boron tribromide (1M in dichloromethane, 10 ml, 10 mmol) was added and the mixture was stirred for 3 hours. The mixture was diluted with ethyl acetate and washed with a solution of 4% sodium bicarbonate, water, brine and dried over sodium sulphat... Reactants: N(=[N+]=[N-])C(C(=O)OCC)=CC1=CC=C(C=C1)[Si](C)(C)C (ethyl 2-azido-3-(4-trimethylsilylphenyl)propenoate). Reagents/catalysts: FC(C(C(C(=O)[O-])(F)F)(F)F)(F)F.[Rh+3].[Rh+3].FC(C(C(C(=O)[O-])(F)F)(F)F)(F)F.FC(C(C(C(=O)[O-])(F)F)(F)F)(F)F.FC(C(C(C(=O)[O-])(F)F)(F)F)(F)F.FC(C(C(C(=O)[O-])(F)F)(F)F)(F)F.FC(C(C(C(=O)[O-])(F)F)(F)F)(F)F (dirhodium heptafluorobutyrate). Solvent: C1(=CC=CC=C1)C (toluene). Run at temperature 70 celsius, time 12 hour. The product is C[Si](C1=CC=C2C=C(NC2=C1)C(=O)OCC)(C)C (Ethyl 6-trimethylsilyl-1H-indole-2-carboxylate). The yield is 74.3%. Reaction SMILES: [N:1]([C:4](=[CH:10][C:11]1[CH:16]=[CH:15][C:14]([Si:17]([CH3:20])([CH3:19])[CH3:18])=[CH:13][CH:12]=1)[C:5]([O:7][CH2:8][CH3:9])=[O:6])=[N+]=[N-]>C1(C)C=CC=CC=1.FC(F)(F)C(F)(F)C(F)(F)C([O-])=O.[Rh+3].[Rh+3].FC(F)(F)C(F)(F)C(F)(F)C([O-])=O.FC(F)(F)C(F)(F)C(F)(F)C([O-])=O.FC(F)(F)C(F)(F)C(F)(F)C([O-])=O.FC(F)(F)C(F)(F)C(F)(F)C([O-])=O.FC(F)(F)C(F)(F)C(F)(F)C([O-])=O>[CH3:18][Si:17]([CH3:20])([CH3:19])[C:14]1[CH:15]=[C:16]2[C:11]([CH:10]=[C:4]([C:5]([O:7][CH2:8][CH3:9])=[O:6])[NH:1]2)=[CH:12][CH:13]=1 |f:2.3.4.5.6.7.8.9|. Procedure details: 0.17 g (0.16 mmol) of the dirhodium heptafluorobutyrate dimer complex is added to a solution of 1.0 g (3.14 mmol) of ethyl 2-azido-3-(4-trimethylsilylphenyl)propenoate obtained in stage 1.1, in 20 ml of dry toluene, maintained under an inert atmosphere. The reaction mixture is then stirred for 12 h at 70° C. After a return to ambient temperature, the reaction mixture is filtered through silica gel, elution being carried out with ethyl acetate. The filtrate is subsequently concentrated under redu...